From a dataset of the Open Reaction Database (ORD), a public repository of structured organic reaction records. describe an organic reaction: reactants, conditions, products, and yield Reactants: [N+](=O)([O-])C1=CC=C(C=C1)N1N=CN(C1=O)C1=CC=C(C=C1)OCC(C(F)F)(F)F (2-(4-Nitrophenyl)-4-[4-(2,2,3,3-tetrafluoropropoxy)phenyl]-3(2H,4H)-1,2,4-triazolone). Reagents/catalysts: [C].[Pd] (palladium-carbon). Run in CO (methanol). Yields the product NC1=CC=C(C=C1)N1N=CN(C1=O)C1=CC=C(C=C1)OCC(C(F)F)(F)F (2-(4-aminophenyl)-4-[4-(2,2,3,3-tetrafluoropropoxy)phenyl]-3(2H,4H)-1,2,4-triazolone). Yield: 90.2%. RXN SMILES: [N+:1]([C:4]1[CH:9]=[CH:8][C:7]([N:10]2[C:14](=[O:15])[N:13]([C:16]3[CH:21]=[CH:20][C:19]([O:22][CH2:23][C:24]([F:29])([F:28])[CH:25]([F:27])[F:26])=[CH:18][CH:17]=3)[CH:12]=[N:11]2)=[CH:6][CH:5]=1)([O-])=O>[C].[Pd].CO>[NH2:1][C:4]1[CH:5]=[CH:6][C:7]([N:10]2[C:14](=[O:15])[N:13]([C:16]3[CH:17]=[CH:18][C:19]([O:22][CH2:23][C:24]([F:28])([F:29])[CH:25]([F:26])[F:27])=[CH:20][CH:21]=3)[CH:12]=[N:11]2)=[CH:8][CH:9]=1 |f:1.2|. Procedure details: 2-(4-Nitrophenyl)-4-[4-(2,2,3,3-tetrafluoropropoxy)phenyl]-3(2H,4H)-1,2,4-triazolone (5.5 g) and 10% palladium-carbon (50% wet, 0.5 g) were added to methanol (200 ml). The mixture was subjected to catalytic hydrogenation at ordinary temperature under ordinary pressure. When hydrogen absorption stopped, dichloromethane (200 ml) was added thereto and the catalyst was removed by filtration. The catalyst was washed with dichloroethane (50 ml). The washings and the filtrate were combined and distille... Starting materials: solution, C(C)(=O)O (acetic acid), BrC1=C(C=CC(=C1)C1=NOC(C1)(C(F)(F)F)C1=CC(=C(C(=C1)Cl)Cl)Cl)C1(CN(C1)C(=O)C1CC1)C#N (3-(2-bromo-4-(5-(3,4,5-trichlorophenyl)-5-(trifluoromethyl)-4,5-dihydroisoxazol-3-yl)phenyl)-1-(cyclopropanecarbonyl)azetidine-3-carbonitrile), C(C)(=O)O (acetic acid). The reagents and catalysts are [Zn] (Zn), C1CCOC1 (THF), [Zn] (Zn). Solvent: C1CCOC1 (THF), C1CCOC1 (THF). Reaction conditions: time 2 minute. Product: C1(CC1)C(=O)N1CC(C1)(C#N)C1=CC=C(C=C1)C1=NOC(C1)(C(F)(F)F)C1=CC(=C(C(=C1)Cl)Cl)Cl (1-(cyclopropanecarbonyl)-3-(4-(5-(3,4,5-trichlorophenyl)-5-(trifluoromethyl)-4,5-dihydroisoxazol-3-yl)phenyl)azetidine-3-carbonitrile). Reaction SMILES: Br[C:2]1[CH:7]=[C:6]([C:8]2[CH2:12][C:11]([C:17]3[CH:22]=[C:21]([Cl:23])[C:20]([Cl:24])=[C:19]([Cl:25])[CH:18]=3)([C:13]([F:16])([F:15])[F:14])[O:10][N:9]=2)[CH:5]=[CH:4][C:3]=1[C:26]1([C:35]#[N:36])[CH2:29][N:28]([C:30]([CH:32]2[CH2:34][CH2:33]2)=[O:31])[CH2:27]1.C(O)(=O)C>C1COCC1.[Zn]>[CH:32]1([C:30]([N:28]2[CH2:29][C:26]([C:3]3[CH:2]=[CH:7][C:6]([C:8]4[CH2:12][C:11]([C:17]5[CH:22]=[C:21]([Cl:23])[C:20]([Cl:24])=[C:19]([Cl:25])[CH:18]=5)([C:13]([F:15])([F:14])[F:16])[O:10][N:9]=4)=[CH:5][CH:4]=3)([C:35]#[N:36])[CH2:27]2)=[O:31])[CH2:34][CH2:33]1. Procedure: The compound of Example 86 (60 mg) was dissolved in THF (2 mL) and Rieke Zn in THF was then added dropwise (2 mL of a 0.7N solution). The mixture was then sonicated for 5 minutes. LC-MS (THF+a few drops of acetic acid) shows about 50% conversion. Another 4 equivalents of Zn was added, and again 15 minutes sonication. LC-MS shows the reaction mixture is gone to about 90% conversion. About 200 μL of acetic acid was then added, the reaction mixture was stirred for 2 minutes, then filtered over celi... Starting materials: NC1=CC=C(C=C1)[C@H]1[C@@H](C1)NC(OC(C)(C)C)=O (tert-butyl [trans-2-(4-aminophenyl)cyclopropyl]carbamate), O=C1N(CCCC1)C=1C=C(C(=O)O)C=CC1 (3-(2-oxopiperidin-1-yl)benzoic acid), Cl.C(C)N=C=NCCCN(C)C (N-ethyl-N′-(3-dimethylaminopropyl)carbodiimide hydrochloride), ON1N=NC2=C1C=CC=C2 (1-hydroxybenzotriazole). Solvent: C(C)#N (acetonitrile), C(C)N(CC)CC (triethylamine), O (water). Conditions: time 8 hour. Yields the product C(C)(C)(C)OC(N[C@H]1[C@@H](C1)C1=CC=C(C=C1)NC(=O)C1=CC(=CC=C1)N1C(CCCC1)=O)=O (tert-butyl{trans-2-[4-({[3-(2-oxopiperidin-1-yl)phenyl]carbonyl}amino)phenyl]cyclopropyl}carbamate). The yield is 15.4%. Reaction SMILES: [NH2:1][C:2]1[CH:7]=[CH:6][C:5]([C@@H:8]2[CH2:10][C@H:9]2[NH:11][C:12](=[O:18])[O:13][C:14]([CH3:17])([CH3:16])[CH3:15])=[CH:4][CH:3]=1.[O:19]=[C:20]1[CH2:25][CH2:24][CH2:23][CH2:22][N:21]1[C:26]1[CH:27]=[C:28]([CH:32]=[CH:33][CH:34]=1)[C:29](O)=[O:30].Cl.C(N=C=NCCCN(C)C)C.ON1C2C=CC=CC=2N=N1>C(#N)C.O.C(N(CC)CC)C>[C:14]([O:13][C:12](=[O:18])[NH:11][C@@H:9]1[CH2:10][C@H:8]1[C:5]1[CH:6]=[CH:7][C:2]([NH:1][C:29]([C:28]2[CH:32]=[CH:33][CH:34]=[C:26]([N:21]3[CH2:22][CH2:23][CH2:24][CH2:25][C:20]3=[O:19])[CH:27]=2)=[O:30])=[CH:3][CH:4]=1)([CH3:15])([CH3:17])[CH3:16] |f:2.3|. Procedure details: To a solution of tert-butyl [trans-2-(4-aminophenyl)cyclopropyl]carbamate (230 mg) described in a document (J. Am. Chem. Soc., 2010, 132, 6827.) in acetonitrile (7 mL) were added 3-(2-oxopiperidin-1-yl)benzoic acid (169 mg), N-ethyl-N′-(3-dimethylaminopropyl)carbodiimide hydrochloride (177 mg), 1-hydroxybenzotriazole (125 mg) and triethylamine (128 μL). The mixture was stirred at room temperature overnight and water was added. The mixture was extracted with ethyl acetate, and the extract was was... Starting materials: NC1=C2C(=NC=N1)N(N=C2C2=CC(=C(C=C2)NC=2OC1=C(N2)C=CC=C1)F)[C@@H]1CC[C@@H](CC1)N1CCN(CC1)C (cis-N2-(4-{4-amino-1-[4-(4-methylpiperazino)cyclohexyl]-1H-pyrazolo[3,4-d]pyrimidin-3-yl}-2-fluorophenyl)-1,3-benzoxazol-2-amine), IC1=NN(C2=NC=NC(=C21)N)[C@@H]2CC[C@H](CC2)N2CCN(CC2)C (trans-3-iodo-1-[4-(4-methylpiperazino)cyclohexyl]-1H-pyrazolo[3,4-d]pyrimidin-4-amine), CC1(OB(OC1(C)C)C1=CC=C(C=C1)NC=1OC2=C(N1)C=CC=C2)C (N2-[4-(4,4,5,5-tetramethyl-1,3,2-dioxaborolan-2-yl)phenyl]-1,3-benzoxazol-2-amine). Product: NC1=C2C(=NC=N1)N(N=C2C2=CC=C(C=C2)NC=2OC1=C(N2)C=CC=C1)[C@@H]1CC[C@H](CC1)N1CCN(CC1)C (Trans-N2-(4-{4-amino-1-[4-(4-methylpiperazino)cyclohexyl]-1H-pyrazolo[3,4-d]pyrimidin-3-yl}phenyl)-1,3-benzoxazol-2-amine), powder. The yield is 50.0%. RXN SMILES: IC1C2C(=NC=NC=2N)N([C@H]2CC[C@H](N3CCN(C)CC3)CC2)N=1.CC1(C)C(C)(C)OB(C2C=CC(NC3OC4C=CC=CC=4N=3)=CC=2)O1.[NH2:50][C:51]1[N:56]=[CH:55][N:54]=[C:53]2[N:57]([C@H:77]3[CH2:82][CH2:81][C@@H:80]([N:83]4[CH2:88][CH2:87][N:86]([CH3:89])[CH2:85][CH2:84]4)[CH2:79][CH2:78]3)[N:58]=[C:59]([C:60]3[CH:65]=[CH:64][C:63]([NH:66][C:67]4[O:68][C:69]5[CH:75]=[CH:74][CH:73]=[CH:72][C:70]=5[N:71]=4)=[C:62](F)[CH:61]=3)[C:52]=12>>[NH2:50][C:51]1[N:56]=[CH:55][N:54]=[C:53]2[N:57]([C@H:77]3[CH2:78][CH2:79][C@H:80]([N:83]4[CH2:84][CH2:85][N:86]([CH3:89])[CH2:87][CH2:88]4)[CH2:81][CH2:82]3)[N:58]=[C:59]([C:60]3[CH:61]=[CH:62][C:63]([NH:66][C:67]4[O:68][C:69]5[CH:75]=[CH:74][CH:73]=[CH:72][C:70]=5[N:71]=4)=[CH:64][CH:65]=3)[C:52]=12. Reported procedure: Trans-N2-(4-{4-amino-1-[4-(4-methylpiperazino)cyclohexyl]-1H-pyrazolo[3,4-d]pyrimidin-3-yl}phenyl)-1,3-benzoxazol-2-amine was prepared from trans-3-iodo-1-[4-(4-methylpiperazino)cyclohexyl]-1H-pyrazolo[3,4-d]pyrimidin-4-amine (0.036 g, 0.082 mmol) and N2-[4-(4,4,5,5-tetramethyl-1,3,2-dioxaborolan-2-yl)phenyl]-1,3-benzoxazol-2-amine (0.034 g, 0.10 mmol) in a manner similar to that used for cis-N2-(4-{4-amino-1-[4-(4-methylpiperazino)cyclohexyl]-1H-pyrazolo[3,4-d]pyrimidin-3-yl}-2-fluorophenyl)-1,... Starting materials: C(C)OC(CCC1=C(C=CC2=CC=C(C=C12)OCC(=O)OCC)O)=O (7-(2-ethoxy-2-oxoethoxy)-2-hydroxy-1-naphthalenepropanoic acid ethyl ester), BrCCCCCBr (1,5-dibromopentane), C([O-])([O-])=O.[K+].[K+] (potassium carbonate). The solvent is CC(CC)=O (2-butanone). Conditions: temperature 65 celsius, time 17.5 hour. The product is C(C)OC(CCC1=C(C=CC2=CC=C(C=C12)OCC(=O)OCC)OCCCCCBr)=O (2-[(5-Bromopentyl)oxy]-7-(2-ethoxy-2-oxoethoxy)-1-naphthalenepropanoic Acid Ethyl Ester). Yield: 74.4%. Reaction SMILES: [CH2:1]([O:3][C:4](=[O:25])[CH2:5][CH2:6][C:7]1[C:16]2[C:11](=[CH:12][CH:13]=[C:14]([O:17][CH2:18][C:19]([O:21][CH2:22][CH3:23])=[O:20])[CH:15]=2)[CH:10]=[CH:9][C:8]=1[OH:24])[CH3:2].[Br:26][CH2:27][CH2:28][CH2:29][CH2:30][CH2:31]Br.C(=O)([O-])[O-].[K+].[K+]>CC(=O)CC>[CH2:1]([O:3][C:4](=[O:25])[CH2:5][CH2:6][C:7]1[C:16]2[C:11](=[CH:12][CH:13]=[C:14]([O:17][CH2:18][C:19]([O:21][CH2:22][CH3:23])=[O:20])[CH:15]=2)[CH:10]=[CH:9][C:8]=1[O:24][CH2:31][CH2:30][CH2:29][CH2:28][CH2:27][Br:26])[CH3:2] |f:2.3.4|. Procedure: A mixture of 1.08 g (3.12 mmol) of 7-(2-ethoxy-2-oxoethoxy)-2-hydroxy-1-naphthalenepropanoic acid ethyl ester from the preceding example, 4.31 g (18.7 mmol) of 1,5-dibromopentane, 2.59 g (18.7 mmol) of anhydrous granular potassium carbonate, and 70 mL of 2-butanone was heated at 65° C. for 24 hr. After being cooled to room temperature, the mixture was filtered through anhydrous magnesium sulfate. The solids were washed thoroughly with ethyl acetate and the filtrate and the washes were combined a...